From a dataset of the Open Reaction Database (ORD), a public repository of structured organic reaction records. describe an organic reaction: reactants, conditions, products, and yield Starting materials: CC1(C)C(=O)N(Br)C(=O)N1Br, Nc1ncnn2c(CCN3CCOCC3)ccc12, CN(C)C=O. Product: Nc1ncnn2c(CCN3CCOCC3)cc(Br)c12. RXN SMILES: [Br:19][N:20]1[C:21]([CH3:22])([CH3:23])[C:24](=[O:25])[N:26]([Br:27])[C:28]1=[O:29].[O:1]1[CH2:2][CH2:3][N:4]([CH2:7][CH2:8][c:9]2[cH:10][cH:11][c:12]3[c:13]([NH2:18])[n:14][cH:15][n:16][n:17]23)[CH2:5][CH2:6]1.[O:30]=[CH:31][N:32]([CH3:33])[CH3:34]>>[O:1]1[CH2:2][CH2:3][N:4]([CH2:7][CH2:8][c:9]2[cH:10][c:11]([Br:19])[c:12]3[c:13]([NH2:18])[n:14][cH:15][n:16][n:17]23)[CH2:5][CH2:6]1. The reactants are C(C)OC(CCOCC(COCCC(=O)OCC)(COCCC(=O)OCC)N)=O (3-[2-Amino-3-(2-ethoxycarbonylethoxy)-2-(2-ethoxycarbonylethoxymethyl)-propoxy]-propionic acid ethyl ester), C(C)N=C=NCCCN(C)C (1-ethyl-3-(3-dimethylaminopropyl)carbodiimide), C(=O)(OCC1=CC=CC=C1)NCCC(=O)O (N-Cbz-β-alanine), 1-hydrobenzotriazole. Solvent: C(Cl)Cl (CH2Cl2). The product is C(C)OC(CCOCC(COCCC(=O)OCC)(COCCC(=O)OCC)NC(CCNC(=O)OCC1=CC=CC=C1)=O)=O (3-[2-(3-Benzyloxycarbonylamino-propionylamino)-3-(2-ethoxycarbonyl-ethoxy)-2-(2-ethoxycarbonylethoxymethyl)-propoxy]-propionic acid ethyl ester). The yield is 90.1%. Reaction SMILES: [CH2:1]([O:3][C:4](=[O:29])[CH2:5][CH2:6][O:7][CH2:8][C:9]([NH2:28])([CH2:19][O:20][CH2:21][CH2:22][C:23]([O:25][CH2:26][CH3:27])=[O:24])[CH2:10][O:11][CH2:12][CH2:13][C:14]([O:16][CH2:17][CH3:18])=[O:15])[CH3:2].[C:30]([NH:40][CH2:41][CH2:42][C:43](O)=[O:44])([O:32][CH2:33][C:34]1[CH:39]=[CH:38][CH:37]=[CH:36][CH:35]=1)=[O:31].C(N=C=NCCCN(C)C)C>C(Cl)Cl>[CH2:17]([O:16][C:14](=[O:15])[CH2:13][CH2:12][O:11][CH2:10][C:9]([NH:28][C:43](=[O:44])[CH2:42][CH2:41][NH:40][C:30]([O:32][CH2:33][C:34]1[CH:35]=[CH:36][CH:37]=[CH:38][CH:39]=1)=[O:31])([CH2:19][O:20][CH2:21][CH2:22][C:23]([O:25][CH2:26][CH3:27])=[O:24])[CH2:8][O:7][CH2:6][CH2:5][C:4]([O:3][CH2:1][CH3:2])=[O:29])[CH3:18]. Procedure: The compound 23 was prepared using General Procedure B with amine 1 (4.0 g, 9.49 mmol), N-Cbz-β-alanine (2.54 g, 11.39 mmol), 1-hydrobenzotriazole (HOBt) (1.53 g, 11.39 mmol), and 1-ethyl-3-(3-dimethylaminopropyl)carbodiimide (EDC) (2.18 g, 11.39 mmol) in CH2Cl2 (50 mL). Purification by flash column chromatography (on silica gel, EtOAc:n-hexane=1:3) afforded 5.36 g (90%) of the desired product 23 as a colorless syrup. 1H NMR (CDCl3): δ 7.31 (m, 5H, ArH), 6.16 (s, 1H, NH), 5.66 (s, 1H, NH), 5.08 ... Starting materials: Br, COc1ccc(CCCO)cc1OC, Cl, NC(N)=S, [Na+], [OH-]. Yields the product COc1ccc(CCCS)cc1OC. Reaction SMILES: [BrH:19].[CH3:1][O:2][c:3]1[cH:4][c:5]([CH2:11][CH2:12][CH2:13][OH:14])[cH:6][cH:7][c:8]1[O:9][CH3:10].[ClH:22].[NH2:15][C:16]([NH2:17])=[S:18].[Na+:21].[OH-:20]>>[CH3:1][O:2][c:3]1[cH:4][c:5]([CH2:11][CH2:12][CH2:13][SH:18])[cH:6][cH:7][c:8]1[O:9][CH3:10]. The reactants are ClC1=CC(=C(C=C1)O)[N+](=O)[O-] (4-chloro-2-nitrophenol), C([O-])([O-])=O.[K+].[K+] (potassium carbonate), S(=O)(=O)(OC)OC (dimethyl sulphate). Run in CC(=O)C (acetone). Yields the product ClC1=CC(=C(C=C1)OC)[N+](=O)[O-] (4-chloro-2-nitroanisole). RXN SMILES: [Cl:1][C:2]1[CH:7]=[CH:6][C:5]([OH:8])=[C:4]([N+:9]([O-:11])=[O:10])[CH:3]=1.[C:12](=O)([O-])[O-].[K+].[K+].S(OC)(OC)(=O)=O>CC(C)=O>[Cl:1][C:2]1[CH:7]=[CH:6][C:5]([O:8][CH3:12])=[C:4]([N+:9]([O-:11])=[O:10])[CH:3]=1 |f:1.2.3|. Procedure: 0.072 mol (12.6 g) of 4-chloro-2-nitrophenol, 40 ml of acetone and 9.72 g of potassium carbonate are introduced into a 250 ml three-necked flask equipped with a stirring system, a thermometer and a condenser. The mixture is brought to 40° C. and 9.72 g of dimethyl sulphate are then added drop by drop; the mixture is heated under reflux for 5 hours; the potassium sulphate is separated; the acetone solution is concentrated under reduced pressure and the 4-chloro-2-nitroanisole is precipitated. It ... The reactants are COC(=O)CCn1c(-c2ccccc2NC(=O)OC(C)(C)C)c(C2CCCCC2)c2ccc(C(=O)OC)cc21, C1CCOC1, [Li+], [OH-], O, O. The product is COC(=O)c1ccc2c(C3CCCCC3)c(-c3ccccc3NC(=O)OC(C)(C)C)n(CCC(=O)O)c2c1. As a reaction SMILES: [C:4]([CH3:5])([CH3:6])([CH3:7])[O:8][C:9](=[O:10])[NH:11][c:12]1[c:13](-[c:18]2[n:19]([CH2:37][CH2:38][C:39](=[O:40])[O:41][CH3:42])[c:20]3[cH:21][c:22]([C:33](=[O:34])[O:35][CH3:36])[cH:23][cH:24][c:25]3[c:26]2[CH:27]2[CH2:28][CH2:29][CH2:30][CH2:31][CH2:32]2)[cH:14][cH:15][cH:16][cH:17]1.[CH2:43]1[O:44][CH2:45][CH2:46][CH2:47]1.[Li+:3].[OH-:2].[OH2:1].[OH2:48]>>[C:4]([CH3:5])([CH3:6])([CH3:7])[O:8][C:9](=[O:10])[NH:11][c:12]1[c:13](-[c:18]2[n:19]([CH2:37][CH2:38][C:39](=[O:40])[OH:41])[c:20]3[cH:21][c:22]([C:33](=[O:34])[O:35][CH3:36])[cH:23][cH:24][c:25]3[c:26]2[CH:27]2[CH2:28][CH2:29][CH2:30][CH2:31][CH2:32]2)[cH:14][cH:15][cH:16][cH:17]1. Yield: 30.5%. Reported procedure: A similar procedure as described in Example 5, step 2 was used, starting from 4-{2-(2-carboxy-ethyl)-3-[6-(3′-fluoro-5-iodo-biphenyl-3-yloxy)-hexyl]-phenoxy}-butyric acid (116 mg, 0.18 mmol) and 1H-indol-5-ylboronic acid (66 mg, 0.54 mmol) to obtain 4-(2-(2-carboxy-ethyl)-3-{6-[3′fluoro-5-(1H-indol-5-yl)-biphenyl-3-yloxy]-hexyl}-phenoxy)-butyric acid (35 mg, 31%) as an amorphous light yellow solid: ES(+)-HRMS m/e calculated for C39H40FNO6 (M+Na)+ 660.2732, found 660.2735. The product is C(=O)(O)CCC1=C(OCCCC(=O)O)C=CC=C1CCCCCCOC=1C=C(C=C(C1)C=1C=C2C=CNC2=CC1)C1=CC(=CC=C1)F (4-(2-(2-carboxy-ethyl)-3-{6-[3′fluoro-5-(1H-indol-5-yl)-biphenyl-3-yloxy]-hexyl}-phenoxy)-butyric acid). The reactants are C(=O)(O)CCC1=C(OCCCC(=O)O)C=CC=C1CCCCCCOC=1C=C(C=C(C1)I)C1=CC(=CC=C1)F (4-{2-(2-carboxy-ethyl)-3-[6-(3′-fluoro-5-iodo-biphenyl-3-yloxy)-hexyl]-phenoxy}-butyric acid), N1C=CC2=CC(=CC=C12)B(O)O (1H-indol-5-ylboronic acid). RXN SMILES: [C:1]([CH2:4][CH2:5][C:6]1[C:18]([CH2:19][CH2:20][CH2:21][CH2:22][CH2:23][CH2:24][O:25][C:26]2[CH:27]=[C:28]([C:33]3[CH:38]=[CH:37][CH:36]=[C:35]([F:39])[CH:34]=3)[CH:29]=[C:30](I)[CH:31]=2)=[CH:17][CH:16]=[CH:15][C:7]=1[O:8][CH2:9][CH2:10][CH2:11][C:12]([OH:14])=[O:13])([OH:3])=[O:2].[NH:40]1[C:48]2[C:43](=[CH:44][C:45](B(O)O)=[CH:46][CH:47]=2)[CH:42]=[CH:41]1>>[C:1]([CH2:4][CH2:5][C:6]1[C:18]([CH2:19][CH2:20][CH2:21][CH2:22][CH2:23][CH2:24][O:25][C:26]2[CH:27]=[C:28]([C:33]3[CH:38]=[CH:37][CH:36]=[C:35]([F:39])[CH:34]=3)[CH:29]=[C:30]([C:45]3[CH:44]=[C:43]4[C:48](=[CH:47][CH:46]=3)[NH:40][CH:41]=[CH:42]4)[CH:31]=2)=[CH:17][CH:16]=[CH:15][C:7]=1[O:8][CH2:9][CH2:10][CH2:11][C:12]([OH:14])=[O:13])([OH:3])=[O:2]. The reactants are Cc1ccnc2c1C(=O)CC(c1ccncc1)C2, CCO, Cl, Cl, N=C(N)NN, O. Product: Cc1ccnc2c1C(=NNC(=N)N)CC(c1ccncc1)C2, Cl. As a reaction SMILES: [CH3:1][c:2]1[cH:3][cH:4][n:5][c:6]2[c:11]1[C:10](=[O:12])[CH2:9][CH:8]([c:13]1[cH:14][cH:15][n:16][cH:17][cH:18]1)[CH2:7]2.[CH3:27][CH2:28][OH:29].[ClH:19].[ClH:25].[NH2:20][NH:21][C:22](=[NH:23])[NH2:24].[OH2:26]>>[CH3:1][c:2]1[cH:3][cH:4][n:5][c:6]2[c:11]1[C:10](=[N:20][NH:21][C:22](=[NH:23])[NH2:24])[CH2:9][CH:8]([c:13]1[cH:14][cH:15][n:16][cH:17][cH:18]1)[CH2:7]2.[ClH:19].